This data is from the Open Reaction Database (ORD), a public repository of structured organic reaction records. The task is: describe an organic reaction: reactants, conditions, products, and yield Starting materials: COC1=C(C=C(N)C=C1)N1CCN(CC1)C (4-methoxy-3-(4-methylpiperazin-1-yl)aniline), BrC1=C2C=CC=C(C2=CC=C1)CC(=O)O (5-Bromo-1-naphthylacetic acid), C(C(=O)Cl)(=O)Cl (oxalyl chloride), CN(C=O)C (dimethylformamide). The solvent is C(C)N(CC)CC (triethylamine), ClCCl (dichloromethane). Run at time 8 hour. Product: BrC1=C2C=CC=C(C2=CC=C1)CC(=O)NC1=CC(=C(C=C1)OC)N1CCN(CC1)C (5-Bromo-N-[4-methoxy-3-(4-methylpiperazin-1-yl)phenyl]naphth-1-ylacetamide). RXN SMILES: [Br:1][C:2]1[CH:11]=[CH:10][CH:9]=[C:8]2[C:3]=1[CH:4]=[CH:5][CH:6]=[C:7]2[CH2:12][C:13]([OH:15])=O.C(Cl)(=O)C(Cl)=O.CN(C)C=O.[CH3:27][O:28][C:29]1[CH:35]=[CH:34][C:32]([NH2:33])=[CH:31][C:30]=1[N:36]1[CH2:41][CH2:40][N:39]([CH3:42])[CH2:38][CH2:37]1>ClCCl.C(N(CC)CC)C>[Br:1][C:2]1[CH:11]=[CH:10][CH:9]=[C:8]2[C:3]=1[CH:4]=[CH:5][CH:6]=[C:7]2[CH2:12][C:13]([NH:33][C:32]1[CH:34]=[CH:35][C:29]([O:28][CH3:27])=[C:30]([N:36]2[CH2:37][CH2:38][N:39]([CH3:42])[CH2:40][CH2:41]2)[CH:31]=1)=[O:15]. Procedure: 5-Bromo-1-naphthylacetic acid (Bull. Soc. Chim. Fr 1968, 71, 2957, 4.7 g, 17.8 mmol) in dichloromethane (150 ml) was treated with oxalyl chloride (4.7 ml, 53.4 mmol) and a drop of dimethylformamide under an atmosphere of argon with stirring for 1.5 hours. The reation was then concentrated in vacuo to a gum which was azeotroped with toluene to remove excess oxalyl chloride. The acid chloride was dissolved in dichloromethane (100 ml) and treated with 4-methoxy-3-(4-methylpiperazin-1-yl)aniline (EP... Starting materials: C1(C=2C(C(N1)=O)=CC=CC2)=O (pthalimide), C(=O)([O-])[O-].[K+].[K+] (K2CO3), C(C)(=O)OC1=C(C=CC=C1)C(=O)NC1=C(C=C(C=C1)Cl)CBr (2-({[2-(bromomethyl)-4-chlorophenyl]amino}carbonyl)phenyl acetate). Solvent: C(C)(=O)OCC (ethyl acetate), CN(C)C=O (DMF). Reaction conditions: temperature 50 celsius, time 8 hour. The product is ClC1=CC(=C(C=C1)NC(C1=C(C=CC=C1)O)=O)CN1C(C2=CC=CC=C2C1=O)=O (N-{4-chloro-2-[(1,3-dioxo-1,3-dihydro-2H-isoindol-2-yl)methyl]phenyl}-2-hydroxybenzamide). Isolated yield 47.5%. Reaction SMILES: C([O:4][C:5]1[CH:10]=[CH:9][CH:8]=[CH:7][C:6]=1[C:11]([NH:13][C:14]1[CH:19]=[CH:18][C:17]([Cl:20])=[CH:16][C:15]=1[CH2:21]Br)=[O:12])(=O)C.[C:23]1(=[O:33])[NH:27][C:26](=[O:28])[C:25]2=[CH:29][CH:30]=[CH:31][CH:32]=[C:24]12.C([O-])([O-])=O.[K+].[K+]>CN(C=O)C.C(OCC)(=O)C>[Cl:20][C:17]1[CH:18]=[CH:19][C:14]([NH:13][C:11](=[O:12])[C:6]2[CH:7]=[CH:8][CH:9]=[CH:10][C:5]=2[OH:4])=[C:15]([CH2:21][N:27]2[C:23](=[O:33])[C:24]3[C:25](=[CH:29][CH:30]=[CH:31][CH:32]=3)[C:26]2=[O:28])[CH:16]=1 |f:2.3.4|. Reported procedure: Compound 1-3 (6.0 g 0.015 moles) was dissolved in 50 mL of DMF. To that pthalimide (3.31 g 0.023 moles), K2CO3 (6.2 g 0.045 moles) and a catalytic amount of KI were added and allowed to stir at 50° C. overnight. Upon completion the reaction was diluted with ethyl acetate and then washed with brine (6×25 mL's) to afford 2.9 grams of 1-4 in a crude mixture, which was then purified by normal phase chromatography. 1H NMR (300 MHz, CDCl3): 4.83 ppm (2H, S); 7.05 ppm (2H, m); 7.36 ppm (1H, dd, J=2.4 H...